This data is from the Open Reaction Database (ORD), a public repository of structured organic reaction records. The task is: describe an organic reaction: reactants, conditions, products, and yield The reactants are C(\C=C\C#CCC#CCCCCC)=O ((E)-2-tridecen-4,7-diyn-1-al), C(=C)[Mg]Cl (vinyl magnesium chloride). Solvent: O1CCCC1 (tetrahydrofuran), O1CCCC1 (tetrahydrofuran). Reaction conditions: temperature 0 celsius. Yields the product C=CC(\C=C\C#CCC#CCCCCC)O ((E)-1,4-pentadecadien-6,9-diyn-3-ol). Reaction SMILES: [CH:1]([Mg]Cl)=[CH2:2].[CH:5](=[O:18])/[CH:6]=[CH:7]/[C:8]#[C:9][CH2:10][C:11]#[C:12][CH2:13][CH2:14][CH2:15][CH2:16][CH3:17]>O1CCCC1>[CH2:1]=[CH:2][CH:5]([OH:18])/[CH:6]=[CH:7]/[C:8]#[C:9][CH2:10][C:11]#[C:12][CH2:13][CH2:14][CH2:15][CH2:16][CH3:17]. Procedure details: A solution of vinyl magnesium chloride (2.2 Molar in tetrahydrofuran 35 mL) was added to tetrahydrofuran (150 mL) and cooled to -60°. The compound (E)-2-tridecen-4,7-diyn-1-al (12.6 g) dissolved in tetrahydrofuran (50 mL) was added to the above solution over 5-10 min and the cooling bath was removed and the temperature of the reaction mixture was allowed to warm to 0° C. (20 min). Ether (200 mL) was then added followed by a saturated aqueous solution of ammonium chloride (10 mL). After the conte... Reactants: ClC1=CC(=CC=C1)C(=O)OO (m-chloroperbenzoic acid), O[C@H](C)[C@@H]1[C@H]2CC(=C(N2C1=O)C(=O)OCC1=CC=C(C=C1)[N+](=O)[O-])CSCCNC(=O)OCC1=CC=C(C=C1)[N+](=O)[O-] (p-Nitrobenzyl (5R,6S)-6-[1-(R)-hydroxyethyl]-3-(2-p-nitrobenzyloxycarbonylaminoethyl)thiomethyl-7-oxo-1-azabicyclo[3.2.0]hept-2-ene-2-carboxylate), ice water. Solvent: C(Cl)Cl (methylene chloride), C(Cl)Cl (methylene chloride), CS(=O)C (dimethyl sulphoxide). Run at time 30 minute. Product: O[C@H](C)[C@@H]1[C@H]2CC(=C(N2C1=O)C(=O)OCC1=CC=C(C=C1)[N+](=O)[O-])CS(=O)CCNC(=O)OCC1=CC=C(C=C1)[N+](=O)[O-] (p-Nitrobenzyl(5R,6S)-6-[1-(R)-hydroxyethyl]-3-(2-p-nitrobenzyloxycarbonylaminoethylsulphinylmethyl)-7-oxo-1-azabicyclo[3.2.0]hept-2-ene-2-carboxylate). Yield: 89.3%. RXN SMILES: ClC1C=CC=C(C(OO)=[O:9])C=1.[OH:12][C@@H:13]([C@H:15]1[C:21](=[O:22])[N:20]2[C@@H:16]1[CH2:17][C:18]([CH2:36][S:37][CH2:38][CH2:39][NH:40][C:41]([O:43][CH2:44][C:45]1[CH:50]=[CH:49][C:48]([N+:51]([O-:53])=[O:52])=[CH:47][CH:46]=1)=[O:42])=[C:19]2[C:23]([O:25][CH2:26][C:27]1[CH:32]=[CH:31][C:30]([N+:33]([O-:35])=[O:34])=[CH:29][CH:28]=1)=[O:24])[CH3:14]>C(Cl)Cl.CS(C)=O>[OH:12][C@@H:13]([C@H:15]1[C:21](=[O:22])[N:20]2[C@@H:16]1[CH2:17][C:18]([CH2:36][S:37]([CH2:38][CH2:39][NH:40][C:41]([O:43][CH2:44][C:45]1[CH:46]=[CH:47][C:48]([N+:51]([O-:53])=[O:52])=[CH:49][CH:50]=1)=[O:42])=[O:9])=[C:19]2[C:23]([O:25][CH2:26][C:27]1[CH:32]=[CH:31][C:30]([N+:33]([O-:35])=[O:34])=[CH:29][CH:28]=1)=[O:24])[CH3:14]. Procedure details: A solution of 22 mg of m-chloroperbenzoic acid in 2 ml of methylene chloride was added dropwise to 60 mg of p-nitrobenzyl (5R,6S)-6-[1-(R)-hydroxyethyl]-3-(2-p-nitrobenzyloxycarbonylaminoethyl)thiomethyl-7-oxo-1-azabicyclo[3.2.0]hept-2-ene-2-carboxylate (53), prepared as described in step (g) of Example 6, in 3 ml of methylene chloride, whilst cooling with ice-water. When the addition was complete, the reaction mixture was stirred at 0°-5° C. for 30 minutes. The resulting mixture containing prec... Reactants: Cl (hydrochloride), C(C1=CC=CC=C1)N(CCC1=CC(=C(C=C1)OC)OC)CC(C1=CC=C(C=C1)Cl)O (N-benzyl-N-[2-(3,4-dimethoxyphenyl)ethyl]-2-hydroxy-2-(4-chlorophenyl)ethylamine), C(C)(=O)OCC (ethyl acetate). The reagents and catalysts are [Pd] (palladium-on-carbon). The solvent is CO (methanol). Run at time 90 minute. Yields the product Cl.COC=1C=C(C=CC1OC)CCNCC(C1=CC=C(C=C1)Cl)O (N-[2-(3,4-dimethoxyphenyl)ethyl]-2-hydroxy-2-(4-chlorophenyl)ethylamine hydrochloride). Reaction SMILES: Cl.C([N:9]([CH2:22][CH:23]([OH:31])[C:24]1[CH:29]=[CH:28][C:27]([Cl:30])=[CH:26][CH:25]=1)[CH2:10][CH2:11][C:12]1[CH:17]=[CH:16][C:15]([O:18][CH3:19])=[C:14]([O:20][CH3:21])[CH:13]=1)C1C=CC=CC=1.C(OCC)(=O)C>CO.[Pd]>[ClH:30].[CH3:21][O:20][C:14]1[CH:13]=[C:12]([CH2:11][CH2:10][NH:9][CH2:22][CH:23]([OH:31])[C:24]2[CH:25]=[CH:26][C:27]([Cl:30])=[CH:28][CH:29]=2)[CH:17]=[CH:16][C:15]=1[O:18][CH3:19] |f:5.6|. Procedure: Similarly 5.42 g. (0.02 mol) of N-benzyl-3,4-dimethoxyphenethylamine and 4.64 g. (0.03 mol) of p-chlorostyrene oxide are reacted in methanol to give N-benzyl-N-[2-(3,4-dimethoxyphenyl)ethyl]-2-hydroxy-2-(4-chlorophenyl)ethylamine. The hydrochloride of this ethylamine is dissolved in methanol and hydrogenated with 0.5 g. of 10% palladium-on-carbon in 10 ml. of ethyl acetate at room temperature and 60 psi. for about 90 minutes. The filtered reaction mixture is evaporated in vacuo to yield N-[2-(3,... The reactants are CC1=NC2=CC=C3C(=C2C=C1)OC(CO3)CN3CCNCC3 (8-methyl-2-piperazin-1-ylmethyl-2,3-dihydro-[1,4]dioxino[2,3-f]quinoline), BrC=1C=C2C=CC(=NC2=CC1)Cl (6-bromo-2-chloroquinoline), C([O-])(O)=O.[Na+] (sodium bicarbonate). Conditions: temperature 95 celsius. The product is BrC=1C=C2C=CC(=NC2=CC1)N1CCN(CC1)C[C@H]1COC=2C(=C3C=CC(=NC3=CC2)C)O1 ((2S)-2-{[4-(6-Bromoquinolin-2-yl)piperazin-1-yl]methyl}-8-methyl-2,3-dihydro[1,4]dioxino[2,3-f]quinoline). RXN SMILES: [CH3:1][C:2]1[CH:11]=[CH:10][C:9]2[C:4](=[CH:5][CH:6]=[C:7]3[O:15][CH2:14][CH:13]([CH2:16][N:17]4[CH2:22][CH2:21][NH:20][CH2:19][CH2:18]4)[O:12][C:8]3=2)[N:3]=1.[Br:23][C:24]1[CH:25]=[C:26]2[C:31](=[CH:32][CH:33]=1)[N:30]=[C:29](Cl)[CH:28]=[CH:27]2.C(=O)(O)[O-].[Na+]>>[Br:23][C:24]1[CH:25]=[C:26]2[C:31](=[CH:32][CH:33]=1)[N:30]=[C:29]([N:20]1[CH2:21][CH2:22][N:17]([CH2:16][C@@H:13]3[O:12][C:8]4=[C:9]5[C:4](=[CH:5][CH:6]=[C:7]4[O:15][CH2:14]3)[N:3]=[C:2]([CH3:1])[CH:11]=[CH:10]5)[CH2:18][CH2:19]1)[CH:28]=[CH:27]2 |f:2.3|. Procedure details: A mixture of 8-methyl-2-piperazin-1-ylmethyl-2,3-dihydro-[1,4]dioxino[2,3-f]quinoline of Step B′ (0.493 g, 1.64 mmol) and 6-bromo-2-chloroquinoline of Example 1, Step A (0.507 g) is heated at 95° C. under nitrogen for 6 hours, followed by heating at 105° C. for 4 hours. The mixture is cooled, poured into saturated aqueous sodium bicarbonate and extracted with ethyl acetate. The extracts are dried over anhydrous magnesium sulfate and evaporated to dryness. The residue is flash chromatographed on ...